From a dataset of the Open Reaction Database (ORD), a public repository of structured organic reaction records. describe an organic reaction: reactants, conditions, products, and yield Reactants: CC=1N=C(SC1C(=O)O)C1=CC=CC=C1 (4-methyl-2-phenyl-thiazole-5-carboxylic acid), N1(CCOCC1)C1=CC=C(C=N1)N (6-morpholin-4-yl-pyridin-3-ylamine). The product is N1(CCOCC1)C1=CC=C(C=N1)NC(=O)C1=C(N=C(S1)C1=CC=CC=C1)C (4-methyl-2-phenyl-thiazole-5-carboxylic acid (6-morpholin-4-yl-pyridin-3-yl)-amide). RXN SMILES: [CH3:1][C:2]1[N:3]=[C:4]([C:10]2[CH:15]=[CH:14][CH:13]=[CH:12][CH:11]=2)[S:5][C:6]=1[C:7]([OH:9])=O.[N:16]1([C:22]2[N:27]=[CH:26][C:25]([NH2:28])=[CH:24][CH:23]=2)[CH2:21][CH2:20][O:19][CH2:18][CH2:17]1>>[N:16]1([C:22]2[N:27]=[CH:26][C:25]([NH:28][C:7]([C:6]3[S:5][C:4]([C:10]4[CH:15]=[CH:14][CH:13]=[CH:12][CH:11]=4)=[N:3][C:2]=3[CH3:1])=[O:9])=[CH:24][CH:23]=2)[CH2:21][CH2:20][O:19][CH2:18][CH2:17]1. Procedure details: With a procedure similar to example 1 above, 4-methyl-2-phenyl-thiazole-5-carboxylic acid (6-morpholin-4-yl-pyridin-3-yl)-amide was prepared from 4-methyl-2-phenyl-thiazole-5-carboxylic acid and 6-morpholin-4-yl-pyridin-3-ylamine. LCMS calcd for C20H20N4O2S (m/e) 380, obsd 381 (M+H). Reactants: ClCCl, O=S(=O)(OS(=O)(=O)C(F)(F)F)C(F)(F)F, Cc1cc(O)ccc1-c1cccc(COc2ccc(C=O)cc2)c1C, c1ccncc1. Yields the product Cc1cc(OS(=O)(=O)C(F)(F)F)ccc1-c1cccc(COc2ccc(C=O)cc2)c1C. Reaction SMILES: [Cl:47][CH2:48][Cl:49].[F:1][C:2]([F:3])([F:4])[S:5](=[O:6])(=[O:7])[O:8][S:9]([C:10]([F:11])([F:12])[F:13])(=[O:14])=[O:15].[OH:16][c:17]1[cH:18][c:19]([CH3:40])[c:20](-[c:23]2[c:24]([CH3:39])[c:25]([CH2:29][O:30][c:31]3[cH:32][cH:33][c:34]([CH:35]=[O:36])[cH:37][cH:38]3)[cH:26][cH:27][cH:28]2)[cH:21][cH:22]1.[cH:41]1[cH:42][cH:43][n:44][cH:45][cH:46]1>>[F:1][C:2]([F:3])([F:4])[S:5](=[O:6])(=[O:7])[O:8][c:17]1[cH:18][c:19]([CH3:40])[c:20](-[c:23]2[c:24]([CH3:39])[c:25]([CH2:29][O:30][c:31]3[cH:32][cH:33][c:34]([CH:35]=[O:36])[cH:37][cH:38]3)[cH:26][cH:27][cH:28]2)[cH:21][cH:22]1. Reactants: [Al+3], C1CCOC1, N#Cc1cccc(Cl)n1, [H-], [H-], [H-], [H-], [Li+]. The product is NCc1cccc(Cl)n1. As a reaction SMILES: [Al+3:2].[CH2:16]1[O:17][CH2:18][CH2:19][CH2:20]1.[Cl:7][c:8]1[cH:9][cH:10][cH:11][c:12]([C:14]#[N:15])[n:13]1.[H-:1].[H-:4].[H-:5].[H-:6].[Li+:3]>>[Cl:7][c:8]1[cH:9][cH:10][cH:11][c:12]([CH2:14][NH2:15])[n:13]1. The reactants are ClC1=CC(=C(C(=O)O)C=C1)NC(CBr)=O (4-Chloro-2-(bromoacetamido)benzoic Acid), NC1=CC=CC=C1 (aniline), CN(C)C=O (DMF), ice water, [OH-].[K+] (KOH), crude compound. Run in CCOC(=O)C (EtOAc). Reaction conditions: time 20 hour. The product is ClC1=CC(=C(C(=O)O)C=C1)NC(CNC1=CC=CC=C1)=O (4-Chloro-2-[(N-phenylamino)acetamido]benzoic Acid). The yield is 40.0%. As a reaction SMILES: [Cl:1][C:2]1[CH:10]=[CH:9][C:5]([C:6]([OH:8])=[O:7])=[C:4]([NH:11][C:12](=[O:15])[CH2:13]Br)[CH:3]=1.[NH2:16][C:17]1[CH:22]=[CH:21][CH:20]=[CH:19][CH:18]=1.CN(C=O)C.[OH-].[K+]>CCOC(C)=O>[Cl:1][C:2]1[CH:10]=[CH:9][C:5]([C:6]([OH:8])=[O:7])=[C:4]([NH:11][C:12](=[O:15])[CH2:13][NH:16][C:17]2[CH:22]=[CH:21][CH:20]=[CH:19][CH:18]=2)[CH:3]=1 |f:3.4|. Reported procedure: A solution of 4-chloro-2-(bromoacetamido)benzoic acid from Example 40 (6.5 g, 0.02 mol), aniline (5.2 mL, 250 mol %) and anhydrous DMF (50 mL) was heated to 100-105° C. for 4 h, and stirred at rt for 20 h. The reaction mixture was poured into ice-water (400 mL) and the precipitated product was solubilized by adding aqueous 5% KOH (60 mL). The resulting milky homogenous solution was extracted with CH2Cl2 (3×100 mL). The combined CH2Cl2 extracts were set aside and the aqueous layer was acidified w...